From a dataset of the Open Reaction Database (ORD), a public repository of structured organic reaction records. describe an organic reaction: reactants, conditions, products, and yield The reactants are COC([C@@H](NC(C)=O)CC1=C(NC2=CC(=C(C(=C12)Br)OC)Br)Br)=O ((S)-(+)-N-acetyl-2,4,6-tribromo-5-methoxytryptophan methyl ester), O (water), C([O-])([O-])=O.[K+].[K+] (potassium carbonate), C(C#C)Br (propargyl bromide). Run in CN(C=O)C (N,N-dimethylformamide). Conditions: time 30 minute. Yields the product COC([C@@H](NC(C)=O)CC1=C(N(C2=CC(=C(C(=C12)Br)OC)Br)CC#C)Br)=O ((S)-(+)-N-acetyl-2,4,6-tribromo-5-methoxy-1-propargyltryptophan methyl ester). Reaction SMILES: [CH3:1][O:2][C:3](=[O:24])[C@H:4]([CH2:9][C:10]1[C:18]2[C:13](=[CH:14][C:15]([Br:22])=[C:16]([O:20][CH3:21])[C:17]=2[Br:19])[NH:12][C:11]=1[Br:23])[NH:5][C:6](=[O:8])[CH3:7].C(=O)([O-])[O-].[K+].[K+].[CH2:31](Br)[C:32]#[CH:33].O>CN(C)C=O>[CH3:1][O:2][C:3](=[O:24])[C@H:4]([CH2:9][C:10]1[C:18]2[C:13](=[CH:14][C:15]([Br:22])=[C:16]([O:20][CH3:21])[C:17]=2[Br:19])[N:12]([CH2:33][C:32]#[CH:31])[C:11]=1[Br:23])[NH:5][C:6](=[O:8])[CH3:7] |f:1.2.3|. Reported procedure: A solution containing 23.6 mg (0.04 mmol) of (S)-(+)-N-acetyl-2,4,6-tribromo-5-methoxytryptophan methyl ester (4) dissolved in 2.0 mL of N,N-dimethylformamide was charged with 21.6 mg (0.16 mmol) of potassium carbonate and subsequently with 0.08 mL (d=1.335, 0.9 mmol) of propargyl bromide. The mixture was stirred at room temperature for 30 minutes. The reaction solution was charged with water and subjected to extraction with ethyl acetate. The organic phase was washed with a saturated saline and... Solvent: C(Cl)Cl (CH2Cl2). The reactants are C(C)(C)(C)OC(NC1=C(C=C(C=C1)C1=C(C=CC=C1)F)NC(CC(C1=CC(=CC=C1)C1=NC=CC=C1)=O)=O)=O ({2′-fluoro-3-[3-oxo-3-(3-pyridin-2-yl-phenyl)-propionylamino]-biphenyl-4-yl}-carbamic acid tert-butyl ester), C(=O)(C(F)(F)F)O (TFA). Product: FC1=C(C=CC=C1)C=1C=CC2=C(NC(CC(=N2)C2=CC(=CC=C2)C2=NC=CC=C2)=O)C1 (8-(2-Fluoro-phenyl)-4-(3-pyridin-2-yl-phenyl)-1,3-dihydro-benzo[b][1,4]diazepin-2-one), solid. As a reaction SMILES: C(OC(=O)[NH:7][C:8]1[CH:13]=[CH:12][C:11]([C:14]2[CH:19]=[CH:18][CH:17]=[CH:16][C:15]=2[F:20])=[CH:10][C:9]=1[NH:21][C:22](=[O:38])[CH2:23][C:24](=O)[C:25]1[CH:30]=[CH:29][CH:28]=[C:27]([C:31]2[CH:36]=[CH:35][CH:34]=[CH:33][N:32]=2)[CH:26]=1)(C)(C)C.C(O)(C(F)(F)F)=O>C(Cl)Cl>[F:20][C:15]1[CH:16]=[CH:17][CH:18]=[CH:19][C:14]=1[C:11]1[CH:12]=[CH:13][C:8]2[N:7]=[C:24]([C:25]3[CH:30]=[CH:29][CH:28]=[C:27]([C:31]4[CH:36]=[CH:35][CH:34]=[CH:33][N:32]=4)[CH:26]=3)[CH2:23][C:22](=[O:38])[NH:21][C:9]=2[CH:10]=1. Reported procedure: The title compound was prepared from {2′-fluoro-3-[3-oxo-3-(3-pyridin-2-yl-phenyl)-propionylamino]-biphenyl-4-yl}-carbamic acid tert-butyl ester (Example M49) (350 mg, 0.66 mmol) by treatment with TFA in CH2Cl2 according to the general procedure N. Obtained as a light yellow solid (153 mg).